From a dataset of the Open Reaction Database (ORD), a public repository of structured organic reaction records. describe an organic reaction: reactants, conditions, products, and yield Reactants: [N+](=O)([O-])C=1N=C2OCC(CN2C1)CO ((2-nitro-6,7-dihydro-5H-imidazo[2,1-b][1,3]oxazin-6-yl)methanol), IC=1C=C(CBr)C=CC1 (3-iodobenzyl bromide), [H-].[Na+] (NaH). The solvent is CN(C)C=O (DMF). Conditions: time 140 minute. Yields the product IC=1C=C(COCC2CN3C(OC2)=NC(=C3)[N+](=O)[O-])C=CC1 (6-{[(3-iodobenzyl)oxy]methyl}-2-nitro-6,7-dihydro-5H-imidazo[2,1-b][1,3]oxazine). Yield: 43.9%. As a reaction SMILES: [N+:1]([C:4]1[N:5]=[C:6]2[N:11]([CH:12]=1)[CH2:10][CH:9]([CH2:13][OH:14])[CH2:8][O:7]2)([O-:3])=[O:2].[I:15][C:16]1[CH:17]=[C:18]([CH:21]=[CH:22][CH:23]=1)[CH2:19]Br.[H-].[Na+]>CN(C=O)C>[I:15][C:16]1[CH:17]=[C:18]([CH:21]=[CH:22][CH:23]=1)[CH2:19][O:14][CH2:13][CH:9]1[CH2:8][O:7][C:6]2=[N:5][C:4]([N+:1]([O-:3])=[O:2])=[CH:12][N:11]2[CH2:10]1 |f:2.3|. Reported procedure: A mixture of oxazine alcohol 180 (see Example 2MMM) (200.3 mg, 1.01 mmol) and 3-iodobenzyl bromide (406 mg, 1.37 mmol) in anhydrous DMF (7.5 mL) under N2 at 0° C. was treated with 60% NaH (57 mg, 1.43 mmol), then quickly degassed and resealed under N2. After stirring at room temperature for 140 min, the mixture was cooled (CO2/acetone), quenched with ice/aqueous NaHCO3 (10 mL) and diluted with water (40 mL) to precipitate a crude solid, which was collected by filtration and washed with water and... Starting materials: CC(=O)OCC1OC(O)(c2ccc(Br)c(COc3ccccc3)c2)C(OC(C)=O)C(OC(C)=O)C1OC(C)=O, CN1CCCC1=O, N#C[Cu]C#N. The product is CC(=O)OCC1OC(O)(c2ccc(C#N)c(COc3ccccc3)c2)C(OC(C)=O)C(OC(C)=O)C1OC(C)=O. Reaction SMILES: [Br:1][c:2]1[c:3]([CH2:32][O:33][c:34]2[cH:35][cH:36][cH:37][cH:38][cH:39]2)[cH:4][c:5]([C:8]2([OH:9])[CH:10]([O:11][C:12]([CH3:13])=[O:14])[CH:15]([O:16][C:17]([CH3:18])=[O:19])[CH:20]([O:21][C:22]([CH3:23])=[O:24])[CH:25]([CH2:27][O:28][C:29]([CH3:30])=[O:31])[O:26]2)[cH:6][cH:7]1.[CH3:45][N:46]1[CH2:47][CH2:48][CH2:49][C:50]1=[O:51].[Cu:40]([C:41]#[N:42])[C:43]#[N:44]>>[c:2]1([C:41]#[N:42])[c:3]([CH2:32][O:33][c:34]2[cH:35][cH:36][cH:37][cH:38][cH:39]2)[cH:4][c:5]([C:8]2([OH:9])[CH:10]([O:11][C:12]([CH3:13])=[O:14])[CH:15]([O:16][C:17]([CH3:18])=[O:19])[CH:20]([O:21][C:22]([CH3:23])=[O:24])[CH:25]([CH2:27][O:28][C:29]([CH3:30])=[O:31])[O:26]2)[cH:6][cH:7]1. The reactants are ClCCCC(C(=O)NNC(C1=CC(=C(C=C1)C1=CN=C(O1)C)OC)=O)(C)C1=CC=C(C=C1)Cl (N′-[5-chloro-2-(4-chlorophenyl)-2-methylpentanoyl]-3-methoxy-4-(2-methyl-1,3-oxazol-5-yl)benzohydrazide), C(Cl)(Cl)(Cl)Cl (carbon tetrachloride), C(C)#N (acetonitrile), C1(=CC=CC=C1)P(C1=CC=CC=C1)C1=CC=CC=C1 (triphenylphosphine). Run in C(C)(=O)OCC (ethyl acetate), C(O)([O-])=O.[Na+] (sodium hydrogen carbonate), C(C)OCC (diethyl ether). Conditions: temperature 80 celsius, time 1 hour. Product: ClC1=CC=C(C=C1)C1(C=2N(CCC1)C(=NN2)C2=CC(=C(C=C2)C2=CN=C(O2)C)OC)C (8-(4-chlorophenyl)-3-[3-methoxy-4-(2-methyl-1,3-oxazol-5-yl)phenyl]-8-methyl-5,6,7,8-tetrahydro[1,2,4]triazolo[4,3-a]pyridine). Reaction SMILES: Cl[CH2:2][CH2:3][CH2:4][C:5]([C:27]1[CH:32]=[CH:31][C:30]([Cl:33])=[CH:29][CH:28]=1)([CH3:26])[C:6]([NH:8][NH:9][C:10](=O)[C:11]1[CH:16]=[CH:15][C:14]([C:17]2[O:21][C:20]([CH3:22])=[N:19][CH:18]=2)=[C:13]([O:23][CH3:24])[CH:12]=1)=O.C(Cl)(Cl)(Cl)Cl.C1(P(C2C=CC=CC=2)C2C=CC=CC=2)C=CC=CC=1.C(#[N:60])C>C(OCC)(=O)C.C(=O)([O-])O.[Na+].C(OCC)C>[Cl:33][C:30]1[CH:29]=[CH:28][C:27]([C:5]2([CH3:26])[CH2:4][CH2:3][CH2:2][N:60]3[C:10]([C:11]4[CH:16]=[CH:15][C:14]([C:17]5[O:21][C:20]([CH3:22])=[N:19][CH:18]=5)=[C:13]([O:23][CH3:24])[CH:12]=4)=[N:9][N:8]=[C:6]23)=[CH:32][CH:31]=1 |f:5.6|. Procedure details: To a mixture of N′-[5-chloro-2-(4-chlorophenyl)-2-methylpentanoyl]-3-methoxy-4-(2-methyl-1,3-oxazol-5-yl)benzohydrazide (4.0 g) and carbon tetrachloride (1.57 mL) in acetonitrile (25 mL) was added triphenylphosphine (8.56 g), and the mixture was stirred at 80° C. for 1 hr. The reaction mixture was diluted with ethyl acetate and saturated aqueous sodium hydrogen carbonate solution, and the mixture was extracted with ethyl acetate. The extract was washed with saturated brine, and dried over anhydr... Reactants: Cl.NO (hydroxylamine hydrochloride), C(#N)C1=CC=CC=2CN(CCOC21)C(=O)OC(C)(C)C (1,1-dimethylethyl 9-cyano-2,3-dihydro-1,4-benzoxazepine-4(5H)-carboxylate), Cl.NO (hydroxylamine hydrochloride), C([O-])(O)=O.[Na+] (sodium bicarbonate). Solvent: C(C)O (ethanol). Run at temperature 60 celsius. The product is ONC(C1=CC=CC=2CN(CCOC21)C(=O)OC(C)(C)C)=N (1,1-Dimethylethyl 9-[(hydroxyamino)(imino)methyl]-2,3-dihydro-1,4-benzoxazepine-4(5H)-carboxylate). Yield: 69.0%. Reaction SMILES: [C:1]([C:3]1[C:13]2[O:12][CH2:11][CH2:10][N:9]([C:14]([O:16][C:17]([CH3:20])([CH3:19])[CH3:18])=[O:15])[CH2:8][C:7]=2[CH:6]=[CH:5][CH:4]=1)#[N:2].Cl.[NH2:22][OH:23].C(=O)(O)[O-].[Na+]>C(O)C>[OH:23][NH:22][C:1](=[NH:2])[C:3]1[C:13]2[O:12][CH2:11][CH2:10][N:9]([C:14]([O:16][C:17]([CH3:19])([CH3:18])[CH3:20])=[O:15])[CH2:8][C:7]=2[CH:6]=[CH:5][CH:4]=1 |f:1.2,3.4|. Reported procedure: A suspension of 1,1-dimethylethyl 9-cyano-2,3-dihydro-1,4-benzoxazepine-4(5H)-carboxylate (Preparation 64) (5.1 g, 18.59 mmol), hydroxylamine hydrochloride (2.58 g, 37.2 mmol) and sodium bicarbonate (7.81 g, 93 mmol) in ethanol (50 ml) was heated at 60° C. overnight. A further portion of hydroxylamine hydrochloride (1 g) was added and the reaction was heated at 60° C. overnight. The solid was filtered from the reaction mixture and the filtrate evaporated. The residue from the evaporation was dis... RXN SMILES: Br[C:2]1[CH:11]=[C:10]2[C:5]([C:6](=[O:18])[C:7]([C:15]([OH:17])=[O:16])=[C:8]3[S:14][CH2:13][CH2:12][N:9]32)=[CH:4][C:3]=1[F:19].[CH3:20][N:21]1[CH2:26][CH2:25][NH:24][CH2:23][CH2:22]1>N1C=CC=CC=1>[F:19][C:3]1[CH:4]=[C:5]2[C:10](=[CH:11][C:2]=1[N:24]1[CH2:25][CH2:26][N:21]([CH3:20])[CH2:22][CH2:23]1)[N:9]1[CH2:12][CH2:13][S:14][C:8]1=[C:7]([C:15]([OH:17])=[O:16])[C:6]2=[O:18]. Isolated yield 22.0%. Run in N1=CC=CC=C1 (pyridine). The product is FC=1C=C2C(C(=C3N(C2=CC1N1CCN(CC1)C)CCS3)C(=O)O)=O (7-Fluoro-8-(4-methyl-1-piperazinyl)-5-oxo-1,2-dihydro-5H-thiazolo (3,2-a)-quinoline-4-carboxylic acid). Reactants: BrC1=C(C=C2C(C(=C3N(C2=C1)CCS3)C(=O)O)=O)F (8-bromo-7-fluoro-5-oxo-1,2-dihydro-5H-thiazolo(3,2-a) quinoline-4-carboxylic acid), CN1CCNCC1 (N-methylpiperazine). Reported procedure: A mixture of 500 mg (1.45 mmol) of 8-bromo-7-fluoro-5-oxo-1,2-dihydro-5H-thiazolo(3,2-a) quinoline-4-carboxylic acid, 730 mg (7.25 mmol) of N-methylpiperazine and 10 ml of pyridine was heated to reflux for twelve hours on an oil bath. The conent was then concentrated under reduced pressure, water was added to the residue, insoluble matters were collected by filtration, washed with water, dried, and the resulting powder was recrystallized from dimethyl formamide to give 116 mg (22.0 percent) of t... The reactants are FC1=CC=C(C=C1)C(CCCN1CCCCC1)O (1-(p-fluorophenyl)-4-piperidino-1-butanol), Cl (hydrochloride), fine powder. The reagents and catalysts are [O-2].[O-2].[Mn+4] (manganese dioxide). The solvent is C1=CC=CC=C1 (benzene). Run at time 8 hour. Yields the product N1(CCCCC1)CCCC(=O)C1=CC=C(C=C1)F (γ-piperidino-p-fluorobutyrophenone). The yield is 100.8%. Reaction SMILES: [F:1][C:2]1[CH:7]=[CH:6][C:5]([CH:8]([OH:18])[CH2:9][CH2:10][CH2:11][N:12]2[CH2:17][CH2:16][CH2:15][CH2:14][CH2:13]2)=[CH:4][CH:3]=1.Cl>[O-2].[O-2].[Mn+4].C1C=CC=CC=1>[N:12]1([CH2:11][CH2:10][CH2:9][C:8]([C:5]2[CH:6]=[CH:7][C:2]([F:1])=[CH:3][CH:4]=2)=[O:18])[CH2:17][CH2:16][CH2:15][CH2:14][CH2:13]1 |f:2.3.4|. Procedure details: A mixture of 2 g of 1-(p-fluorophenyl)-4-piperidino-1-butanol liberated from the hydrochloride, 20 ml of benzene, and 4 g of a fine powder of manganese dioxide was stirred for 8 hours at room temperature. After filtration, the precipitate was washed with 20 ml of benzene. The benzene washings and filtrate were combined and concentrated under reduced pressure to obtain oily γ-piperidino-p-fluorobutyrophenone (2 g in weight; infrared absorption spectrum, ν C=0 1678 cm-1). The said oily product was... Reactants: Cl.C(C)(C)(C)C1=CC(=C(C=N1)C=1N([C@]([C@](N1)(C)C1=CC=C(C=C1)Cl)(C)C1=CC=C(C=C1)Cl)C(=O)N1CCN(CC1)CC(=O)O)OCC ({4-[(4S,5R)-2-(6-tert-Butyl-4-ethoxy-pyridin-3-yl)-4,5-bis-(4-chloro-phenyl)-4,5-dimethyl-4,5-dihydro-imidazole-1-carbonyl]-piperazin-1-yl}-acetic acid hydrochloride), N1=CC=C(C=C1)N (pyridin-4-ylamine). The product is C(C)(C)(C)C1=CC(=C(C=N1)C=1N([C@]([C@](N1)(C)C1=CC=C(C=C1)Cl)(C)C1=CC=C(C=C1)Cl)C(=O)N1CCN(CC1)CC(=O)NC1=CC=NC=C1)OCC (2-{4-[(4S,5R)-2-(6-tert-Butyl-4-ethoxy-pyridin-3-yl)-4,5-bis-(4-chloro-phenyl)-4,5-dimethyl-4,5-dihydro-imidazole-1-carbonyl]-piperazin-1-yl}-N-pyridin-4-yl-acetamide). As a reaction SMILES: Cl.[C:2]([C:6]1[N:11]=[CH:10][C:9]([C:12]2[N:13]([C:33]([N:35]3[CH2:40][CH2:39][N:38]([CH2:41][C:42]([OH:44])=O)[CH2:37][CH2:36]3)=[O:34])[C@@:14]([C:26]3[CH:31]=[CH:30][C:29]([Cl:32])=[CH:28][CH:27]=3)([CH3:25])[C@@:15]([C:18]3[CH:23]=[CH:22][C:21]([Cl:24])=[CH:20][CH:19]=3)([CH3:17])[N:16]=2)=[C:8]([O:45][CH2:46][CH3:47])[CH:7]=1)([CH3:5])([CH3:4])[CH3:3].[N:48]1[CH:53]=[CH:52][C:51]([NH2:54])=[CH:50][CH:49]=1>>[C:2]([C:6]1[N:11]=[CH:10][C:9]([C:12]2[N:13]([C:33]([N:35]3[CH2:36][CH2:37][N:38]([CH2:41][C:42]([NH:54][C:51]4[CH:52]=[CH:53][N:48]=[CH:49][CH:50]=4)=[O:44])[CH2:39][CH2:40]3)=[O:34])[C@@:14]([C:26]3[CH:27]=[CH:28][C:29]([Cl:32])=[CH:30][CH:31]=3)([CH3:25])[C@@:15]([C:18]3[CH:23]=[CH:22][C:21]([Cl:24])=[CH:20][CH:19]=3)([CH3:17])[N:16]=2)=[C:8]([O:45][CH2:46][CH3:47])[CH:7]=1)([CH3:4])([CH3:5])[CH3:3] |f:0.1|. Procedure details: In a manner analogous to the method described in examples 99, {4-[(4S,5R)-2-(6-tert-butyl-4-ethoxy-pyridin-3-yl )-4,5-bis-(4-chloro-phenyl)-4,5-dimethyl-4,5-dihydro-imidazole-1-carbonyl]-piperazin-1-yl}-acetic acid hydrochloride (example 94) was coupled with pyridin-4-ylamine (Aldrich) to give the title compound. HR-MS (ES, m/z) calculated for C40H46Cl2N7O3 [(M+H)+] 742.3034, observed 742.3036. RXN SMILES: Br.[CH2:2]([N:4]1[CH2:10][CH2:9][CH:8](Br)[C:7](=O)[CH2:6][CH2:5]1)[CH3:3].[NH2:13]O.Cl.[NH2:16][CH2:17][C:18]#[N:19]>>[NH2:19][C:18]1[CH:17]=[N:16][C:8]2[CH2:9][CH2:10][N:4]([CH2:2][CH3:3])[CH2:5][CH2:6][C:7]=2[N:13]=1 |f:0.1,3.4|. The reactants are Br.C(C)N1CCC(C(CC1)Br)=O (1-ethyl-5-bromo-hexahydro-azepin-4-one hydrobromide), NO (hydroxylamine), Cl.NCC#N (α-amino-acetonitrile hydrochloride). The product is NC=1C=NC2=C(CCN(CC2)CC)N1 (2-Amino-7-ethyl-6,7,8,9-tetrahydro-5H-pyrazino[2,3-d]azepine). Procedure details: This compound was prepared analogous to Example 40 from 1-ethyl-5-bromo-hexahydro-azepin-4-one hydrobromide, hydroxylamine and α-amino-acetonitrile hydrochloride.